From a dataset of the Open Reaction Database (ORD), a public repository of structured organic reaction records. describe an organic reaction: reactants, conditions, products, and yield Starting materials: C=CCBr, CN(C)C=O, Clc1ncnc2[nH]cc(I)c12, [H-], [Na+], O. Product: C=CCn1cc(I)c2c(Cl)ncnc21. RXN SMILES: [CH2:14]([CH:15]=[CH2:16])[Br:17].[CH3:19][N:20]([CH3:21])[CH:22]=[O:23].[Cl:3][c:4]1[c:5]2[c:6]([n:7][cH:8][n:9]1)[nH:10][cH:11][c:12]2[I:13].[H-:1].[Na+:2].[OH2:18]>>[Cl:3][c:4]1[c:5]2[c:6]([n:7][cH:8][n:9]1)[n:10]([CH2:16][CH:15]=[CH2:14])[cH:11][c:12]2[I:13]. Yield: 88.0%. Product: ClC1=CC=C(C(=O)NC2=CC=C(C=C2)C2=CC=C3CN(C(C3=C2)=O)C2(CC2)C(=O)O)C=C1 (1-(6-(4-(4-Chlorobenzamido)phenyl)-1-oxoisoindolin-2-yl)cyclopropane carboxylic acid). RXN SMILES: C(NC1C=CC(C2C=C3C(CN([C@@H](C(C)C)C(O)=O)C3=O)=CC=2)=CC=1)(=O)C1C=CC=CC=1.[Cl:33][C:34]1[CH:65]=[CH:64][C:37]([C:38]([NH:40][C:41]2[CH:46]=[CH:45][C:44]([C:47]3[CH:55]=[C:54]4[C:50]([CH2:51][N:52]([C:57]5([C:60]([O:62]C)=[O:61])[CH2:59][CH2:58]5)[C:53]4=[O:56])=[CH:49][CH:48]=3)=[CH:43][CH:42]=2)=[O:39])=[CH:36][CH:35]=1>>[Cl:33][C:34]1[CH:65]=[CH:64][C:37]([C:38]([NH:40][C:41]2[CH:46]=[CH:45][C:44]([C:47]3[CH:55]=[C:54]4[C:50]([CH2:51][N:52]([C:57]5([C:60]([OH:62])=[O:61])[CH2:58][CH2:59]5)[C:53]4=[O:56])=[CH:49][CH:48]=3)=[CH:43][CH:42]=2)=[O:39])=[CH:36][CH:35]=1. Procedure details: The compound of example 588 was prepared analogous to compound of example 98 by hydrolysis of compound of example 587. Reactants: C(C1=CC=CC=C1)(=O)NC1=CC=C(C=C1)C1=CC=C2CN(C(C2=C1)=O)[C@H](C(=O)O)C(C)C ((S)-2-(6-(4-Benzamidophenyl)-1-oxoisoindolin-2-yl)-3-methylbutanoic acid), ClC1=CC=C(C(=O)NC2=CC=C(C=C2)C2=CC=C3CN(C(C3=C2)=O)C2(CC2)C(=O)OC)C=C1 (Methyl 1-(6-(4-(4-chlorobenzamido)phenyl)-1-oxoisoindolin-2-yl)cyclopropane carboxylate). The yield is 66.6%. Reactants: C(C)(C)(C)OC(=O)N1CCN(CC1)C1=CC(=CC=C1)CS(=O)(=O)C=C1CN(C1)C(C1=CC=C(C=C1)Cl)C1=CC=C(C=C1)Cl (4-[3-({1-[bis-(4-chlorophenyl)methyl]azetidin-3-ylidene}methanesulfonylmethyl)phenyl]piperazine-1-carboxylic acid tert-butyl ester). As a reaction SMILES: C(OC([N:8]1[CH2:13][CH2:12][N:11]([C:14]2[CH:19]=[CH:18][CH:17]=[C:16]([CH2:20][S:21]([CH:24]=[C:25]3[CH2:28][N:27]([CH:29]([C:37]4[CH:42]=[CH:41][C:40]([Cl:43])=[CH:39][CH:38]=4)[C:30]4[CH:35]=[CH:34][C:33]([Cl:36])=[CH:32][CH:31]=4)[CH2:26]3)(=[O:23])=[O:22])[CH:15]=2)[CH2:10][CH2:9]1)=O)(C)(C)C>C(O)=O>[Cl:36][C:33]1[CH:32]=[CH:31][C:30]([CH:29]([C:37]2[CH:38]=[CH:39][C:40]([Cl:43])=[CH:41][CH:42]=2)[N:27]2[CH2:26][C:25](=[CH:24][S:21]([CH2:20][C:16]3[CH:15]=[C:14]([N:11]4[CH2:12][CH2:13][NH:8][CH2:9][CH2:10]4)[CH:19]=[CH:18][CH:17]=3)(=[O:22])=[O:23])[CH2:28]2)=[CH:35][CH:34]=1. Product: ClC1=CC=C(C=C1)C(N1CC(C1)=CS(=O)(=O)CC=1C=C(C=CC1)N1CCNCC1)C1=CC=C(C=C1)Cl (1-[3-({1-[bis-(4-chlorophenyl)methyl]azetidin-3-ylidene}methanesulfonylmethyl)phenyl]piperazine). Reported procedure: A solution of 320 mg of 4-[3-({1-[bis-(4-chlorophenyl)methyl]azetidin-3-ylidene}methanesulfonylmethyl)phenyl]piperazine-1-carboxylic acid tert-butyl ester in 5 cm3 of formic acid is stirred for 5 hours at a temperature close to 20° C., and then for 1 hour at a temperature close to 45° C. The reaction medium is concentrated to dryness under reduced pressure (5 kPa) at a temperature close to 30° C., taken up in 20 cm3 of ethyl acetate and alkalinized with 10 cm3 of a saturated aqueous sodium bicar... Solvent: C(=O)O (formic acid). Reactants: FC=1C=CC2=C(C(N(CC=3N2C=NC3C=3OC(=CN3)CI)C)=O)C1 (8-fluoro-3-(5-iodomethyl-oxazol-2-yl)-5-methyl-5,6-dihydro-4H-imidazo[1,5-a][1,4]benzodiazepin-6-one), C(C#C)NC(=O)C=1N=CN2C1CN(C(C1=C2C=CC(=C1)F)=O)C (8-fluoro-5-methyl-6-oxo-5,6-dihydro-4H-imidazo[1,5-a][1,4]-benzodiazepine-3-carboxylic acid prop-2-ynylamide), IN1C(CCC1=O)=O (N-iodosuccinimide), N1CCCCC1 (piperidine). Solvent: C1CCOC1 (THF). Reaction conditions: time 3 hour. Yields the product FC=1C=CC2=C(C(N(CC=3N2C=NC3C=3OC(=CN3)CN3CCCCC3)C)=O)C1 (8-fluoro-5-methyl-3-(5-piperidin-1-ylmethyl-oxazol-2-yl)-5,6-dihydro-4H-imidazo[1,5-a][1,4]benzodiazepin-6-one). Yield: 17.0%. As a reaction SMILES: [F:1][C:2]1[CH:3]=[CH:4][C:5]2[N:11]3[CH:12]=[N:13][C:14]([C:15]4[O:16][C:17]([CH2:20]I)=[CH:18][N:19]=4)=[C:10]3[CH2:9][N:8]([CH3:22])[C:7](=[O:23])[C:6]=2[CH:24]=1.C(NC(C1N=C[N:34]2[C:40]3[CH:41]=[CH:42][C:43](F)=[CH:44]C=3C(=O)N(C)CC=12)=O)C#C.IN1C(=O)CCC1=O.N1CCCCC1>C1COCC1>[F:1][C:2]1[CH:3]=[CH:4][C:5]2[N:11]3[CH:12]=[N:13][C:14]([C:15]4[O:16][C:17]([CH2:20][N:34]5[CH2:40][CH2:41][CH2:42][CH2:43][CH2:44]5)=[CH:18][N:19]=4)=[C:10]3[CH2:9][N:8]([CH3:22])[C:7](=[O:23])[C:6]=2[CH:24]=1. Procedure details: 125 ml of a crude THF solution of 8-fluoro-3-(5-iodomethyl-oxazol-2-yl)-5-methyl-5,6-dihydro-4H-imidazo[1,5-a][1,4]benzodiazepin-6-one (prepared from 15.6 g (0.050 mol) of 8-fluoro-5-methyl-6-oxo-5,6-dihydro-4H-imidazo[1,5-a][1,4]-benzodiazepine-3-carboxylic acid prop-2-ynylamide and 16.9 g (0.075 mol) of N-iodosuccinimide, subsequently completely freed from the solvents, dried azeotropically several times with toluene and dissolved in 500 ml of THF) were treated with 10.7 ml (0.109 mol) of pipe... The reactants are CN1CCC(=CC1)C(=O)OCC (ethyl 1-methyl-1,2,3,6-tetrahydro-4-pyridinecarboxylate), [H-].[Al+3].[Li+].[H-].[H-].[H-] (lithium aluminum hydride), O.O.O.O.O.O.O.O.O.O.S(=O)(=O)([O-])[O-].[Na+].[Na+] (sodium sulfate decahydrate). The solvent is O1CCCC1 (tetrahydrofuran). Conditions: time 1 hour. Product: CN1CCC(=CC1)C=O (1-methyl-1,2,3,6-tetrahydropyridine-4-carboaldehyde). The yield is 16.9%. RXN SMILES: [CH3:1][N:2]1[CH2:7][CH:6]=[C:5]([C:8](OCC)=[O:9])[CH2:4][CH2:3]1.[H-].[Al+3].[Li+].[H-].[H-].[H-].O.O.O.O.O.O.O.O.O.O.S([O-])([O-])(=O)=O.[Na+].[Na+]>O1CCCC1>[CH3:1][N:2]1[CH2:3][CH:4]=[C:5]([CH:8]=[O:9])[CH2:6][CH2:7]1 |f:1.2.3.4.5.6,7.8.9.10.11.12.13.14.15.16.17.18.19|. Procedure: To a solution prepared by dissolving 1.7 g of ethyl 1-methyl-1,2,3,6-tetrahydro-4-pyridinecarboxylate in 20 mL of tetrahydrofuran, 773 mg of lithium aluminum hydride was added, and the mixture was stirred for 1 hour at room temperature. The reaction solution was cooled to 0° C., and then sodium sulfate decahydrate was slowly added until there are no bubbles, and stirred overnight at room temperature. The insolubles were filtered and the filtrate was concentrated under reduced pressure. The obtai...